This data is from the Open Reaction Database (ORD), a public repository of structured organic reaction records. The task is: describe an organic reaction: reactants, conditions, products, and yield The reactants are ClC1=CC=C(C=C1)S(=O)(=O)NCCC1=CC(=C(OCC(=O)OC(C)(C)C)C=C1)[N+](=O)[O-] (t-butyl 4-[2-(4-chlorobenzenesulfonamido)ethyl]-2-nitrophenoxyacetate), [H][H] (hydrogen). Reagents/catalysts: [C].[Pd] (palladium-carbon). Run in C(C)(=O)OCC (ethyl acetate). Product: ClC1=CC=C(C=C1)S(=O)(=O)NCCC1=CC(=C(OCC(=O)OC(C)(C)C)C=C1)N (t-butyl 4-[2-(4-chlorobenzenesulfonamido)ethyl]-2-aminophenoxyacetate). The yield is 66.0%. Reaction SMILES: [Cl:1][C:2]1[CH:7]=[CH:6][C:5]([S:8]([NH:11][CH2:12][CH2:13][C:14]2[CH:28]=[CH:27][C:17]([O:18][CH2:19][C:20]([O:22][C:23]([CH3:26])([CH3:25])[CH3:24])=[O:21])=[C:16]([N+:29]([O-])=O)[CH:15]=2)(=[O:10])=[O:9])=[CH:4][CH:3]=1.[H][H]>[C].[Pd].C(OCC)(=O)C>[Cl:1][C:2]1[CH:3]=[CH:4][C:5]([S:8]([NH:11][CH2:12][CH2:13][C:14]2[CH:28]=[CH:27][C:17]([O:18][CH2:19][C:20]([O:22][C:23]([CH3:26])([CH3:24])[CH3:25])=[O:21])=[C:16]([NH2:29])[CH:15]=2)(=[O:9])=[O:10])=[CH:6][CH:7]=1 |f:2.3|. Procedure details: 360 mg of 10% palladium-carbon were added to 15 ml of ethyl acetate solution of 3.61 g of t-butyl 4-[2-(4-chlorobenzenesulfonamido)ethyl]-2-nitrophenoxyacetate and stirred at one atmospheric pressure in the presence of hydrogen gas. The reaction mixture was filtered and concentrated under reduced pressure. The resulting residue was subjected to silica-gel column chromatography, whereupon 2.23 g (yield 66%) of t-butyl 4-[2-(4-chlorobenzenesulfonamido)ethyl]-2-aminophenoxyacetate were obtained fro...